This data is from the Open Reaction Database (ORD), a public repository of structured organic reaction records. The task is: describe an organic reaction: reactants, conditions, products, and yield The reactants are OP(=O)(O)[O-].[Na+] (sodium phosphate monobasic), Cl(=O)[O-].[Na+] (sodium chlorite), Cl(=O)[O-].[Na+] (sodium chlorite), C(C)(C)(C)OC(=O)N1C(=CC2=CC(=CC=C12)C=O)C=1C(NC2=CC=CC=C2C1)=O (5-Formyl-2-(2-oxo-1,2-dihydro-quinolin-3-yl)-indole-1-carboxylic acid tert-butyl ester), CC(C)(C)O (t-BuOH), OP(=O)(O)[O-].[Na+] (sodium phosphate monobasic), CC(=C)CC (2 -methyl butene). RXN SMILES: C(OC([N:8]1[C:16]2[C:11](=[CH:12][C:13]([CH:17]=[O:18])=[CH:14][CH:15]=2)[CH:10]=[C:9]1[C:19]1[C:20](=[O:29])[NH:21]C2C(C=1)=CC=CC=2)=O)(C)(C)C.[CH3:30][C:31]([CH2:33][CH3:34])=[CH2:32].OP([O-])(O)=O.[Na+].Cl([O-])=[O:42].[Na+].[CH3:45][C:46](O)(C)C>C1COCC1>[O:29]=[C:20]1[C:19]([C:9]2[NH:8][C:16]3[C:11]([CH:10]=2)=[CH:12][C:13]([C:17]([OH:18])=[O:42])=[CH:14][CH:15]=3)=[CH:30][C:31]2[C:32](=[CH:45][CH:46]=[CH:34][CH:33]=2)[NH:21]1 |f:2.3,4.5|. Run in C1CCOC1 (THF). Yields the product O=C1NC2=CC=CC=C2C=C1C=1NC2=CC=C(C=C2C1)C(=O)O (2-(2-oxo-1,2-dihydro-3-quinolinyl)-1H-indole-5-carboxylic acid). Procedure: A solution of 2-(2-oxo-1,2-dihydro-3-quinolinyl)i1H-indole-5-carbaldehyde (5-8, 500 mg, 1.29 mmol, 1 equiv) in a 4:1 mixture of THF and t-BuOH was treated with 2 -methyl butene (8 mL), an aqueous solution of sodium phosphate monobasic (0.14 M 355.2 mg, 2.57 mmol, 2.00 equiv), and sodium chlorite (232.8 mg, 2.57 mmol, 2.00 equiv). Additional solid sodium phosphate monobasic (380 mg, 2.76 mmol, 2.14 equiv) and sodium chlorite (300 mg, 3.32 mmol, 2.57 equiv) was added in 2 equal portions over 2.5 h... The reactants are P(=O)(Cl)(Cl)Cl (phosphorous oxychloride), P(=O)(Cl)(Cl)Cl (phosphorous oxychloride), O (water), C(#N)C(C(=O)NC1=C(C=C(C(=C1)OC)Cl)Cl)=CNC1=CC(=C(C=C1)OCCOC)I (2-cyano-N-(2,4-dichloro-5-methoxyphenyl)-3-{[3-iodo-4-(2-methoxyethoxy)phenyl]amino}acrylamide), P(=O)(Cl)(Cl)Cl (phosphorous oxychloride), [OH-].[Na+] (sodium hydroxide). Run in C1(=CC=CC=C1)C (toluene). Reaction conditions: time 30 minute. The product is ClC1=C(C=C(C(=C1)Cl)OC)NC1=C(C=NC2=CC(=C(C=C12)OCCOC)I)C#N (4-[(2,4-dichloro-5-methoxyphenyl)amino]-7-iodo-6-(2-methoxyethoxy)-3-quinolinecarbonitrile). Isolated yield 88.8%. Reaction SMILES: [C:1]([C:3](=[CH:17][NH:18][C:19]1[CH:24]=[CH:23][C:22]([O:25][CH2:26][CH2:27][O:28][CH3:29])=[C:21]([I:30])[CH:20]=1)[C:4]([NH:6][C:7]1[CH:12]=[C:11]([O:13][CH3:14])[C:10]([Cl:15])=[CH:9][C:8]=1[Cl:16])=O)#[N:2].P(Cl)(Cl)(Cl)=O.O.[OH-].[Na+]>C1(C)C=CC=CC=1>[Cl:16][C:8]1[CH:9]=[C:10]([Cl:15])[C:11]([O:13][CH3:14])=[CH:12][C:7]=1[NH:6][C:4]1[C:24]2[C:19](=[CH:20][C:21]([I:30])=[C:22]([O:25][CH2:26][CH2:27][O:28][CH3:29])[CH:23]=2)[N:18]=[CH:17][C:3]=1[C:1]#[N:2] |f:3.4|. Procedure: A suspension of 2-cyano-N-(2,4-dichloro-5-methoxyphenyl)-3-{[3-iodo-4-(2-methoxyethoxy)phenyl]amino}acrylamide (1.0 g, 1.80 mmol) in 35 mL of toluene was heated to reflux and phosphorous oxychloride (1.7 mL, 18.0 mmol) was added dropwise. The mixture was heated at reflux for 2 hours, and an additional 1.7 mL of phosphorous oxychloride was added. The mixture was continued to heat at reflux for 2 hours, and an additional 1.7 mL of phosphorous oxychloride was added and the reaction mixture was heat... Reactants: CC(C)(C)CCN1C(=O)C(CC(=O)N2CCC(N3CCc4ccccc4NC3=O)CC2)SC1c1cnc(C2CCNCC2)s1, CC(C)C=O, ClCCl. The product is CC(C)CN1CCC(c2ncc(C3SC(CC(=O)N4CCC(N5CCc6ccccc6NC5=O)CC4)C(=O)N3CCC(C)(C)C)s2)CC1. Reaction SMILES: [CH3:1][C:2]([CH2:3][CH2:4][N:5]1[CH:6]([c:32]2[cH:33][n:34][c:35]([CH:37]3[CH2:38][CH2:39][NH:40][CH2:41][CH2:42]3)[s:36]2)[S:7][CH:8]([CH2:11][C:12]([N:13]2[CH2:14][CH2:15][CH:16]([N:19]3[C:20](=[O:30])[NH:21][c:22]4[c:23]([cH:26][cH:27][cH:28][cH:29]4)[CH2:24][CH2:25]3)[CH2:17][CH2:18]2)=[O:31])[C:9]1=[O:10])([CH3:43])[CH3:44].[CH:45]([CH:46]([CH3:47])[CH3:48])=[O:49].[Cl:50][CH2:51][Cl:52]>>[CH3:1][C:2]([CH2:3][CH2:4][N:5]1[CH:6]([c:32]2[cH:33][n:34][c:35]([CH:37]3[CH2:38][CH2:39][N:40]([CH2:45][CH:46]([CH3:47])[CH3:48])[CH2:41][CH2:42]3)[s:36]2)[S:7][CH:8]([CH2:11][C:12]([N:13]2[CH2:14][CH2:15][CH:16]([N:19]3[C:20](=[O:30])[NH:21][c:22]4[c:23]([cH:26][cH:27][cH:28][cH:29]4)[CH2:24][CH2:25]3)[CH2:17][CH2:18]2)=[O:31])[C:9]1=[O:10])([CH3:43])[CH3:44]. The reactants are C(C)(=O)N1CCC(CC1)C(C1=C(C=C(C=C1)F)F)=O (1-acetyl-4-(2,4-difluorobenzoyl)piperidine). Run in Cl (hydrochloric acid). The product is FC1=C(C(=O)C2CCNCC2)C=CC(=C1)F (4-(2,4-Difluorobenzoyl)piperidine). Yield: 83.0%. As a reaction SMILES: C([N:4]1[CH2:9][CH2:8][CH:7]([C:10](=[O:19])[C:11]2[CH:16]=[CH:15][C:14]([F:17])=[CH:13][C:12]=2[F:18])[CH2:6][CH2:5]1)(=O)C>Cl>[F:18][C:12]1[CH:13]=[C:14]([F:17])[CH:15]=[CH:16][C:11]=1[C:10]([CH:7]1[CH2:6][CH2:5][NH:4][CH2:9][CH2:8]1)=[O:19]. Procedure details: 30 g of 1-acetyl-4-(2,4-difluorobenzoyl)piperidine are brought to reflux in 113 ml of 6N hydrochloric acid for 6 hours. The reaction medium is then concentrated and the residue obtained is crystallized in isopropanol. The expected compound is isolated after filtration. Starting materials: CS(=O)C (Dimethyl sulphoxide), BrC1=CC=C(CBr)C=C1 (4-Bromobenzyl bromide), [OH-].[K+] (potassium hydroxide), N1C=NC=C1 (Imidazole). Solvent: O (water). Conditions: time 5 minute. Product: BrC1=CC=C(CN2C=NC=C2)C=C1 (1-(4Bromobenzyl)-1H-imidazole). The yield is 64.0%. As a reaction SMILES: CS(C)=O.[OH-].[K+].[NH:7]1[CH:11]=[CH:10][N:9]=[CH:8]1.[Br:12][C:13]1[CH:20]=[CH:19][C:16]([CH2:17]Br)=[CH:15][CH:14]=1>O>[Br:12][C:13]1[CH:20]=[CH:19][C:16]([CH2:17][N:7]2[CH:11]=[CH:10][N:9]=[CH:8]2)=[CH:15][CH:14]=1 |f:1.2|. Procedure: Dimethyl sulphoxide (20 mL; dried over 4 A molecular sieve) was added to potassium hydroxide (2.24 g, 0.04 mol, crushed pellets) and the mixture was stirred for 5 min. Imidazole (0.5718 g, 0.0084 mol) was then added and the mixture was stirred for 2 h. 4-Bromobenzyl bromide (3.25 g, 0.013 mol) was added and the mixture was cooled briefly and stirred for a further 1 h before water (20 mL) was added. The mixture was extracted with ether (3×100 mL) and each extract was washed with water (3×50 mL). ... The reactants are CI, O=S(=O)(NCCCCCO)c1ccc(-c2ccccc2)cc1. The product is CN(CCCCCO)S(=O)(=O)c1ccc(-c2ccccc2)cc1. RXN SMILES: [CH3:23][I:24].[OH:1][CH2:2][CH2:3][CH2:4][CH2:5][CH2:6][NH:7][S:8](=[O:9])(=[O:10])[c:11]1[cH:12][cH:13][c:14](-[c:17]2[cH:18][cH:19][cH:20][cH:21][cH:22]2)[cH:15][cH:16]1>>[OH:1][CH2:2][CH2:3][CH2:4][CH2:5][CH2:6][N:7]([S:8](=[O:9])(=[O:10])[c:11]1[cH:12][cH:13][c:14](-[c:17]2[cH:18][cH:19][cH:20][cH:21][cH:22]2)[cH:15][cH:16]1)[CH3:23]. Procedure: After 2-methyl-4-fluoroaniline(0.8 ml, 7.2 mmol) was added to a mixture solution of 6-methyl-4-(1,2,3,4-tetrahydroisoquinoline-2-yl)-2-chloropyrimidine(1.0 g, 3.8 mmol) and dimethylformamide(10 ml), 0.85 g of the titled compound was obtained in accordance with the same procedure as in Step 2 of Example 1. Starting materials: CC1=C(N)C=CC(=C1)F (2-methyl-4-fluoroaniline), CC1=CC(=NC(=N1)Cl)N1CC2=CC=CC=C2CC1 (6-methyl-4-(1,2,3,4-tetrahydroisoquinoline-2-yl)-2-chloropyrimidine). The solvent is CN(C=O)C (dimethylformamide). Product: Cl.CC1=CC(=NC(=N1)NC1=C(C=C(C=C1)F)C)N1CC2=CC=CC=C2CC1 (6-Methyl-2-(2-methyl-4-fluorophenylamino)-4-(1,2,3,4-tetrahydroisoquinolin-2-yl)pyrimidine hydrochloride). The yield is 58.1%. As a reaction SMILES: [CH3:1][C:2]1[CH:8]=[C:7]([F:9])[CH:6]=[CH:5][C:3]=1[NH2:4].[CH3:10][C:11]1[N:16]=[C:15]([Cl:17])[N:14]=[C:13]([N:18]2[CH2:27][CH2:26][C:25]3[C:20](=[CH:21][CH:22]=[CH:23][CH:24]=3)[CH2:19]2)[CH:12]=1>CN(C)C=O>[ClH:17].[CH3:10][C:11]1[N:16]=[C:15]([NH:4][C:3]2[CH:5]=[CH:6][C:7]([F:9])=[CH:8][C:2]=2[CH3:1])[N:14]=[C:13]([N:18]2[CH2:27][CH2:26][C:25]3[C:20](=[CH:21][CH:22]=[CH:23][CH:24]=3)[CH2:19]2)[CH:12]=1 |f:3.4|. The reactants are CC(C)=O, C[Si](C)(C)C#N, CC#N, [Cl-], [Cl-], Nc1cccc2cnccc12, [Zn+2]. Yields the product CC(C)(C#N)Nc1cccc2cnccc12. RXN SMILES: [CH3:12][C:13]([CH3:14])=[O:15].[CH3:16][Si:17]([CH3:18])([CH3:19])[C:20]#[N:21].[CH3:22][C:23]#[N:24].[Cl-:25].[Cl-:27].[NH2:1][c:2]1[c:3]2[cH:4][cH:5][n:6][cH:7][c:8]2[cH:9][cH:10][cH:11]1.[Zn+2:26]>>[NH:1]([c:2]1[c:3]2[cH:4][cH:5][n:6][cH:7][c:8]2[cH:9][cH:10][cH:11]1)[C:13]([CH3:12])([CH3:14])[C:20]#[N:21]. The reactants are Cl (HCl), CC1=C(C=CC=C1C)NC1=C(C=NO)C=CC=C1 (2-[(2,3-dimethylphenyl)amino]benzaldehyde oxime), CN(C)C=1C=CC(=CC1)N=NC=2C=CC(=CC2)S(=O)(=O)O (methyl orange), C(#N)[BH3-].[Na+] (sodium cyanoborohydride), [OH-].[Na+] (NaOH). Run in CO (methanol), O (water), C(C)(=O)OCC (ethyl acetate). The product is CC1=C(C=CC=C1C)NC1=C(C=CC=C1)CNO (2-[(2,3-dimethylphenyl)amino]-N-hydroxy-benzenemethanamine). RXN SMILES: [CH3:1][C:2]1[C:7]([CH3:8])=[CH:6][CH:5]=[CH:4][C:3]=1[NH:9][C:10]1[CH:18]=[CH:17][CH:16]=[CH:15][C:11]=1[CH:12]=[N:13][OH:14].CN(C1C=CC(N=NC2C=CC(S(O)(=O)=O)=CC=2)=CC=1)C.C([BH3-])#N.[Na+].Cl.[OH-].[Na+]>CO.C(OCC)(=O)C.O>[CH3:1][C:2]1[C:7]([CH3:8])=[CH:6][CH:5]=[CH:4][C:3]=1[NH:9][C:10]1[CH:18]=[CH:17][CH:16]=[CH:15][C:11]=1[CH2:12][NH:13][OH:14] |f:2.3,5.6|. Reported procedure: To a solution of 2-[(2,3-dimethylphenyl)amino]benzaldehyde oxime (2.0 g, 8.4 mmol) and methyl orange (20 mg as an indicator), in methanol (40 ml) and water (10 ml) is added sodium cyanoborohydride (4.0 g, 64 mmol) in small portions over two hours, maintaining a red color of the indicator by the dropwise addition of concentrated HCl. The reaction of mixture is diluted with ethyl acetate (200 ml) and the aqueous layer is neutralized to pH=7 with 1N NaOH. The organic layer is collected, dried (MgSO... Reactants: COc1cc2nc(CCl)n(-c3ccccc3Cl)c(=O)c2cc1OC, [K+], [K+], O=C([O-])[O-], CN(C)C=O, O, Sc1ncnc2nc[nH]c12. Product: COc1cc2nc(CSc3ncnc4[nH]cnc34)n(-c3ccccc3Cl)c(=O)c2cc1OC. RXN SMILES: [Cl:1][CH2:2][c:3]1[n:4][c:5]2[cH:6][c:7]([O:23][CH3:24])[c:8]([O:21][CH3:22])[cH:9][c:10]2[c:11](=[O:20])[n:12]1-[c:13]1[c:14]([Cl:19])[cH:15][cH:16][cH:17][cH:18]1.[K+:36].[K+:37].[O-:38][C:39]([O-:40])=[O:41].[O:42]=[CH:43][N:44]([CH3:45])[CH3:46].[OH2:25].[SH:26][c:27]1[c:28]2[nH:29][cH:30][n:31][c:32]2[n:33][cH:34][n:35]1>>[CH2:2]([c:3]1[n:4][c:5]2[cH:6][c:7]([O:23][CH3:24])[c:8]([O:21][CH3:22])[cH:9][c:10]2[c:11](=[O:20])[n:12]1-[c:13]1[c:14]([Cl:19])[cH:15][cH:16][cH:17][cH:18]1)[S:26][c:27]1[c:28]2[n:29][cH:30][nH:31][c:32]2[n:33][cH:34][n:35]1.